This data is from the Open Reaction Database (ORD), a public repository of structured organic reaction records. The task is: describe an organic reaction: reactants, conditions, products, and yield Starting materials: CCOC(=O)C(=O)c1ccc(SC(C)C)cc1, Cc1ccccc1, Cl, [Na+], [OH-]. Product: CC(C)Sc1ccc(C(=O)C(=O)O)cc1. Reaction SMILES: [CH2:1]([CH3:2])[O:3][C:4]([C:5](=[O:6])[c:7]1[cH:8][cH:9][c:10]([S:13][CH:14]([CH3:15])[CH3:16])[cH:11][cH:12]1)=[O:17].[CH3:21][c:22]1[cH:23][cH:24][cH:25][cH:26][cH:27]1.[ClH:20].[Na+:19].[OH-:18]>>[O:3]=[C:4]([C:5](=[O:6])[c:7]1[cH:8][cH:9][c:10]([S:13][CH:14]([CH3:15])[CH3:16])[cH:11][cH:12]1)[OH:17].